Dataset: the Open Reaction Database (ORD), a public repository of structured organic reaction records. Task: describe an organic reaction: reactants, conditions, products, and yield Reactants: C1(=CC=CC=C1)C=1OC=CC1 (2-Phenylfuran), C1C(C)O1 (propylene oxide). The product is C1(=CC=CC=C1)C1=CC=C(O1)CC(C)O (5-Phenyl-2-(2-hydroxypropyl)furan), oil. RXN SMILES: [C:1]1([C:7]2[O:8][CH:9]=[CH:10][CH:11]=2)[CH:6]=[CH:5][CH:4]=[CH:3][CH:2]=1.[CH2:12]1[O:15][CH:13]1[CH3:14]>>[C:1]1([C:7]2[O:8][C:9]([CH2:12][CH:13]([OH:15])[CH3:14])=[CH:10][CH:11]=2)[CH:2]=[CH:3][CH:4]=[CH:5][CH:6]=1. Procedure: 2-Phenylfuran(14.4g,0.1 mole) was reacted in a similar manner to Example 40 but using propylene oxide (9ml,0.13 mole). The title compound was obtained as a straw coloured oil (16.0g) b.p. 145° C./0.05 mm with decomposition.